This data is from the Open Reaction Database (ORD), a public repository of structured organic reaction records. The task is: describe an organic reaction: reactants, conditions, products, and yield Starting materials: (3R, 3aR, 4S, 7R, 7aS) 3-[(1S)-2-methyl-4-oxo-3-(2-propen-1-yl)-cyclopent-2-enyloxy]-tetrahydro-4,7-methano-isobenzofuran-1-one, O.C1(=CC=C(C=C1)S(=O)(=O)O)C (p-toluene sulfonic acid monohydrate), O (water), O1CCOCC1 (dioxane). Product: CC1=C(C(=O)C[C@@H]1O)CC=C ((S)-allethrolone), mixture. As a reaction SMILES: [OH2:1].[C:2]1([CH3:12])[CH:7]=[CH:6][C:5](S(O)(=O)=O)=[CH:4][CH:3]=1.[OH2:13].O1CCO[CH2:16][CH2:15]1>>[CH3:15][C:16]1[C@@H:12]([OH:13])[CH2:2][C:7](=[O:1])[C:6]=1[CH2:5][CH:4]=[CH2:3] |f:0.1|. Procedure: A mixture of 2.7 g of (3R, 3aR, 4S, 7R, 7aS) 3-[(1S)-2-methyl-4-oxo-3-(2-propen-1-yl)-cyclopent-2-enyloxy]-tetrahydro-4,7-methano-isobenzofuran-1-one, 0.25 g of p-toluene sulfonic acid monohydrate, 30 ml of water and 20 ml of dioxane was refluxed for 24 hours and then the solvent was evaporated under reduced pressure. The mixture was neutralized with triethylamine to a pH of 7 and was then evaporated to dryness under reduced pressure. The 2.8 g of residue was chromatographed over silica gel and ...